This data is from the Open Reaction Database (ORD), a public repository of structured organic reaction records. The task is: describe an organic reaction: reactants, conditions, products, and yield The reactants are CSC(SC)=C(C(=O)N)C#N (bis(methythio)methylenecyanoacetamide), ClC1=C(C(=CC(=C1)Cl)Cl)NN (2,4,6-trichlorophenylhydrazine), O (water). The solvent is CO (methanol). The product is NC1=C(C(=NN1C1=C(C=C(C=C1Cl)Cl)Cl)SC)C(=O)N (5-Amino-3-methylsulfanyl-1-(2,4,6-trichlorophenyl)-1H-pyrazole-4-carboxamide). Isolated yield 81.5%. RXN SMILES: [CH3:1][S:2][C:3](=[C:6]([C:10]#[N:11])[C:7]([NH2:9])=[O:8])SC.[Cl:12][C:13]1[CH:18]=[C:17]([Cl:19])[CH:16]=[C:15]([Cl:20])[C:14]=1[NH:21][NH2:22].O>CO>[NH2:11][C:10]1[N:21]([C:14]2[C:13]([Cl:12])=[CH:18][C:17]([Cl:19])=[CH:16][C:15]=2[Cl:20])[N:22]=[C:3]([S:2][CH3:1])[C:6]=1[C:7]([NH2:9])=[O:8]. Reported procedure: A mixture of bis(methythio)methylenecyanoacetamide (7.800 g, 50 mmol) and 2,4,6-trichlorophenylhydrazine (10.575 g, 50 mmol) in 250 ml of methanol was heated at reflux for 2.5 hours. The mixture was cooled and water was added. Precipitate formed and filtered to give 14.323 g (81.5% yield) of the title compound as a white solid. 1H NMR(CDCl3): 2.6 (s,3H), 5.5(brs, 2H), 7.5(s,2H) ppm. Recrystallization of a small portion of the solid from chloroform gave white crystals; m. p. 198-199° C. Anal. Cal... Starting materials: FC1=CC=C(C=C1)N1C(C2=CC=C(C=C2CC1)O)CC1=CC=C(C=C1)OCCC1NCCCC1 (2-(4-fluorophenyl)-1-{4-[(2-piperidyl)ethoxy]benzyl}-1,2,3,4-tetrahydroisoquinolin-6-ol), [H-].[Na+] (sodium hydride), BrCC(=O)N (bromoacetamide). Reagents/catalysts: CN(C)C=O (DMF). Run in C1CCOC1 (THF). Conditions: time 6 hour. Product: C(N)(=O)CNC(COC=1C=C2CCN(C(C2=CC1)CC1=CC=C(C=C1)OCCC1NCCCC1)C1=CC=C(C=C1)F)=O (N-(Carbamoylmethyl)-2-(2-(4-fluorophenyl)-1-{4-[(2-piperidyl)ethoxy]benzyl}(6-1 ,2,3,4-tetrahydroisoquinolyloxy))acetamide). Isolated yield 7.0%. RXN SMILES: [F:1][C:2]1[CH:7]=[CH:6][C:5]([N:8]2[CH2:17][CH2:16][C:15]3[C:10](=[CH:11][CH:12]=[C:13]([OH:18])[CH:14]=3)[CH:9]2[CH2:19][C:20]2[CH:25]=[CH:24][C:23]([O:26][CH2:27][CH2:28][CH:29]3[CH2:34][CH2:33][CH2:32][CH2:31][NH:30]3)=[CH:22][CH:21]=2)=[CH:4][CH:3]=1.[H-].[Na+].Br[CH2:38][C:39]([NH2:41])=[O:40]>C1COCC1.CN(C=O)C>[C:39]([CH2:38][NH:41][C:39](=[O:40])[CH2:38][O:18][C:13]1[CH:14]=[C:15]2[C:10](=[CH:11][CH:12]=1)[CH:9]([CH2:19][C:20]1[CH:25]=[CH:24][C:23]([O:26][CH2:27][CH2:28][CH:29]3[CH2:34][CH2:33][CH2:32][CH2:31][NH:30]3)=[CH:22][CH:21]=1)[N:8]([C:5]1[CH:6]=[CH:7][C:2]([F:1])=[CH:3][CH:4]=1)[CH2:17][CH2:16]2)(=[O:40])[NH2:41] |f:1.2|. Procedure: To a solution of 2-(4-fluorophenyl)-1-{4-[(2-piperidyl)ethoxy]benzyl}-1,2,3,4-tetrahydroisoquinolin-6-ol (0.100 g, 0.2 mmol) in THF (1 ml) and DMF (5 drops) on ice was added sodium hydride (0.024 g, 0.6 mmol). To the flask was added bromoacetamide (0.083 g, 0.6 mmol). While warming to room temperature the reaction was allowed to sit for 6 hours. The reaction was quenched with an aqueous solution of sodium bicarbonate and extracted with dichloromethane. The organic layer was dried over MgSO4, fil... As a reaction SMILES: [OH:1][C:2]1[CH:38]=[CH:37][C:5]([C:6]([N:8]([CH:34]([CH3:36])[CH3:35])[C:9]2[CH:14]=[C:13]([O:15][CH3:16])[CH:12]=[CH:11][C:10]=2[CH:17]2[CH2:26][CH2:25][C:24]3[CH:23]=[C:22]([O:27]C(=O)C(C)(C)C)[CH:21]=[CH:20][C:19]=3[CH2:18]2)=O)=[CH:4][CH:3]=1.Cl[CH:40]([CH3:49])[C:41]([N:43]1[CH2:48][CH2:47][CH2:46][CH2:45][CH2:44]1)=O>>[CH:34]([N:8]([CH2:6][C:5]1[CH:4]=[CH:3][C:2]([O:1][CH:40]([CH3:49])[CH2:41][N:43]2[CH2:48][CH2:47][CH2:46][CH2:45][CH2:44]2)=[CH:38][CH:37]=1)[C:9]1[CH:14]=[C:13]([O:15][CH3:16])[CH:12]=[CH:11][C:10]=1[CH:17]1[CH2:26][CH2:25][C:24]2[CH:23]=[C:22]([OH:27])[CH:21]=[CH:20][C:19]=2[CH2:18]1)([CH3:36])[CH3:35]. Reported procedure: Synthesized from pivalic acid 6-{2-[(4-hydroxybenzoyl)isopropylamino]-4-methoxyphenyl}-5,6,7,8-tetrahydronaphthalen-2-yl ester (30 mg) and 2-chloro-1-piperidin-1-yl propan-1-one (20 mg) according to an analogous synthetic method to Example 404 and purified by LC-MS, the title compound (19 mg) was obtained. The yield is 60.2%. Product: C(C)(C)N(C1=C(C=CC(=C1)OC)C1CC=2C=CC(=CC2CC1)O)CC1=CC=C(C=C1)OC(CN1CCCCC1)C (6-{2-{Isopropyl[4-(1-methyl-2-piperidin-1-ylethoxy)benzyl]amino}-4-methoxyphenyl}-5,6,7,8-tetrahydronaphthalen-2-ol). Reactants: OC1=CC=C(C(=O)N(C2=C(C=CC(=C2)OC)C2CC=3C=CC(=CC3CC2)OC(C(C)(C)C)=O)C(C)C)C=C1 (pivalic acid 6-{2-[(4-hydroxybenzoyl)isopropylamino]-4-methoxyphenyl}-5,6,7,8-tetrahydronaphthalen-2-yl ester), ClC(C(=O)N1CCCCC1)C (2-chloro-1-piperidin-1-yl propan-1-one).